From a dataset of the Open Reaction Database (ORD), a public repository of structured organic reaction records. describe an organic reaction: reactants, conditions, products, and yield Reactants: [Si](C)(C)(C(C)(C)C)OCC(C)(C)NC(OCC1=CC=CC=C1)=O (benzyl N-[2-t-butyldimethylsilyloxy-1,1-dimethylethyl]carbamate). The reagents and catalysts are [Pd] (palladium-on-carbon). Solvent: C(C)O (ethanol). The product is [Si](C)(C)(C(C)(C)C)OCC(C)(C)N (2-t-Butyldimethylsilyloxy-1,1-dimethylethylamine). Isolated yield 83.4%. As a reaction SMILES: [Si:1]([O:8][CH2:9][C:10]([NH:13]C(=O)OCC1C=CC=CC=1)([CH3:12])[CH3:11])([C:4]([CH3:7])([CH3:6])[CH3:5])([CH3:3])[CH3:2]>[Pd].C(O)C>[Si:1]([O:8][CH2:9][C:10]([NH2:13])([CH3:12])[CH3:11])([C:4]([CH3:7])([CH3:6])[CH3:5])([CH3:3])[CH3:2]. Procedure: A procedure similar to that described in Preparation 9 was repeated, except that 8.00 g of benzyl N-[2-t-butyldimethylsilyloxy-1,1-dimethylethyl]carbamate (prepared as described in Preparation 103), 1.60 g of 10% w/w palladium-on-carbon and 80 ml of ethanol were used, to give 4.02 g of the title compound having an Rf value of 0.14 (on silica gel thin layer chromatography, using ethyl acetate as the eluent). Reactants: COC(C1=CC(C(=O)N(CCC)CCC)=CC(=C1)[N+](=O)[O-])=O (5-nitro-N,N-dipropyl-isophthalamic acid methyl ester), [OH-].[Li+] (lithium hydroxide), O (water), CO (methanol). Solvent: C1CCOC1 (THF). Yields the product [N+](=O)([O-])C=1C=C(C=C(C(=O)O)C1)C(=O)N(CCC)CCC (5-Nitro-N,N-dipropyl-isophthalamic acid). The yield is 91.6%. Reaction SMILES: C[O:2][C:3](=[O:22])[C:4]1[CH:18]=[C:17]([N+:19]([O-:21])=[O:20])[CH:16]=[C:6]([C:7]([N:9]([CH2:13][CH2:14][CH3:15])[CH2:10][CH2:11][CH3:12])=[O:8])[CH:5]=1.[OH-].[Li+].O.CO>C1COCC1>[N+:19]([C:17]1[CH:16]=[C:6]([C:7]([N:9]([CH2:13][CH2:14][CH3:15])[CH2:10][CH2:11][CH3:12])=[O:8])[CH:5]=[C:4]([CH:18]=1)[C:3]([OH:22])=[O:2])([O-:21])=[O:20] |f:1.2|. Procedure details: Dissolve 5-nitro-N,N-dipropyl-isophthalamic acid methyl ester (1.000 g, 3.243 mmol) and lithium hydroxide (0.089 g, 3.730 mmol) in a mixture of THF (3.16 mL), water (1.58 mL) and methanol (1.58 mL). Stir the mixture at room temperature until the starting material is consumed. Concentrate and acidify with 1 N HCl. Extract with ethyl acetate, dry (magnesium sulfate) and concentrate to give the title compound (0.874 g, 92%).